From a dataset of the Open Reaction Database (ORD), a public repository of structured organic reaction records. describe an organic reaction: reactants, conditions, products, and yield The reactants are ClCCl, O=C(O)c1ccccc1S(=O)(=O)Cl, Cl, c1ccncc1. The product is O=C(O)c1ccccc1. Reaction SMILES: [Cl:21][CH2:22][Cl:23].[Cl:8][S:9](=[O:10])(=[O:11])[c:12]1[c:13]([C:14](=[O:15])[OH:16])[cH:17][cH:18][cH:19][cH:20]1.[ClH:1].[cH:2]1[cH:3][cH:4][n:5][cH:6][cH:7]1>>[cH:12]1[c:13]([C:14](=[O:15])[OH:16])[cH:17][cH:18][cH:19][cH:20]1.